This data is from the Open Reaction Database (ORD), a public repository of structured organic reaction records. The task is: describe an organic reaction: reactants, conditions, products, and yield Starting materials: FCC(CF)N1CCC2=C(CC1)C=C(C(=C2)OC)N (3-(2-fluoro-1-fluoromethyl-ethyl)-8-methoxy-2,3,4,5-tetrahydro-1H-benzo[d]azepin-7-ylamine), ClC1=NC=C(C(=N1)N[C@H]1[C@@H](CCCC1)NS(=O)(=O)C)Cl (N-[(1R,2R)-2-(2,5-dichloro-pyrimidin-4-ylamino)-cyclohexyl]-methanesulfonamide). The product is ClC=1C(=NC(=NC1)NC1=CC2=C(CCN(CC2)C(CF)CF)C=C1OC)N[C@H]1[C@@H](CCCC1)NS(=O)(=O)C (N-((1R,2R)-2-{5-Chloro-2-[3-(2-fluoro-1-fluoromethyl-ethyl)-8-methoxy-2,3,4,5-tetrahydro-1H-benzo[d]azepin-7-ylamino]-pyrimidin-4-ylamino}-cyclohexyl)-methanesulfonamide), foam. The yield is 66.0%. RXN SMILES: [F:1][CH2:2][CH:3]([N:6]1[CH2:12][CH2:11][C:10]2[CH:13]=[C:14]([NH2:19])[C:15]([O:17][CH3:18])=[CH:16][C:9]=2[CH2:8][CH2:7]1)[CH2:4][F:5].Cl[C:21]1[N:26]=[C:25]([NH:27][C@@H:28]2[CH2:33][CH2:32][CH2:31][CH2:30][C@H:29]2[NH:34][S:35]([CH3:38])(=[O:37])=[O:36])[C:24]([Cl:39])=[CH:23][N:22]=1>>[Cl:39][C:24]1[C:25]([NH:27][C@@H:28]2[CH2:33][CH2:32][CH2:31][CH2:30][C@H:29]2[NH:34][S:35]([CH3:38])(=[O:37])=[O:36])=[N:26][C:21]([NH:19][C:14]2[C:15]([O:17][CH3:18])=[CH:16][C:9]3[CH2:8][CH2:7][N:6]([CH:3]([CH2:2][F:1])[CH2:4][F:5])[CH2:12][CH2:11][C:10]=3[CH:13]=2)=[N:22][CH:23]=1. Procedure details: N-((1R,2R)-2-{5-Chloro-2-[3-(2-fluoro-1-fluoromethyl-ethyl)-8-methoxy-2,3,4,5-tetrahydro-1H-benzo[d]azepin-7-ylamino]-pyrimidin-4-ylamino}-cyclohexyl)-methanesulfonamide was prepared from 3-(2-fluoro-1-fluoromethyl-ethyl)-8-methoxy-2,3,4,5-tetrahydro-1H-benzo[d]azepin-7-ylamine and N-[(1R,2R)-2-(2,5-dichloro-pyrimidin-4-ylamino)-cyclohexyl]-methanesulfonamide in an analogous manner to Example 308c. Product isolated as a white foam (140 mg, 66%). LCMS (m/e) 573 (M+H); 1H-NMR (CDCl3, 400 MHz) δ 7.... Reactants: C(#N)C1=CC(=NC=C1)CO (4-cyano-2-hydroxymethylpyridine), N,N-dicyclohexylcarbodiimide, P(O)(O)(O)=O (phosphoric acid). Solvent: CS(=O)C (DMSO). Conditions: time 8 hour. Product: C(#N)C1=CC(=NC=C1)C=O (4-cyanopyridine-2-carboxaldehyde). As a reaction SMILES: [C:1]([C:3]1[CH:8]=[CH:7][N:6]=[C:5]([CH2:9][OH:10])[CH:4]=1)#[N:2].P(=O)(O)(O)O>CS(C)=O>[C:1]([C:3]1[CH:8]=[CH:7][N:6]=[C:5]([CH:9]=[O:10])[CH:4]=1)#[N:2]. Reported procedure: To 4-cyano-2-hydroxymethylpyridine (1.1 g, 8.2 mmol) from stage A in dry DMSO (18 mL) was added N,N-dicyclohexylcarbodiimide (5.08 g, 24.6 mmol) and phosphoric acid (0.4 g, 4.1 mmol). The mixture was stirred overnight at room temperature. The solid was removed by filtration and washed with ether and water. The filtrate and washings were combined, and the organic layer separated. The aqueous layer was further extracted 4 times with ether, the organics combined, dried over magnesium sulphate and e... Reactants: C=C (ethylene), ClC=1C(=C(C=NO)C(=CC1)Cl)C (3,6-dichloro-2-methylbenzaldoxime), [O-]Cl.[Na+] (NaOCl). The solvent is C(Cl)Cl (methylene chloride). Conditions: time 8 hour. Yields the product ClC=1C(=C(C(=CC1)Cl)C1=NOCC1)C (3-(3,6-dichloro-2-methylphenyl)-4,5-dihydroisoxazole). Reaction SMILES: [Cl:1][C:2]1[C:3]([CH3:12])=[C:4]([C:8]([Cl:11])=[CH:9][CH:10]=1)[CH:5]=[N:6][OH:7].[CH2:13]=[CH2:14].[O-]Cl.[Na+]>C(Cl)Cl>[Cl:1][C:2]1[C:3]([CH3:12])=[C:4]([C:5]2[CH2:14][CH2:13][O:7][N:6]=2)[C:8]([Cl:11])=[CH:9][CH:10]=1 |f:2.3|. Reported procedure: In a pressure container, 50 g (0.25 mol) of 3,6-dichloro-2-methylbenzaldoxime are dissolved in 750 ml of methylene chloride. 16 g of ethylene are applied, and 620 g of a 12.5% strength solution of NaOCl are then pumped in at room temperature, and the mixture is stirred overnight. The pressure vessel is vented, and the organic phase is then separated off, washed once with water and dried, and the solvent is removed under reduced pressure. This gives 58 g of product (95% pure) (95% of theory). 1H—... Reactants: C1(C=CC=C1)[Ru]C1C=CC=C1 (bis(cyclopentadienyl)ruthenium), [Cl-].[Al+3].[Cl-].[Cl-] (aluminum chloride), polyphosphoric acid, C(C)(C)(C)O (tert-butyl alcohol). Solvent: O (water). Reaction conditions: temperature 120 celsius. The product is C(C)(C)(C)[Ru](C1C=CC=C1)C1C=CC=C1 (tert-butylcyclopentadienyl(cyclopentadienyl)ruthenium). The yield is 20.0%. RXN SMILES: [CH:1]1([Ru:6][CH:7]2[CH:11]=[CH:10][CH:9]=[CH:8]2)[CH:5]=[CH:4][CH:3]=[CH:2]1.[Cl-].[Al+3].[Cl-].[Cl-].[C:16](O)([CH3:19])([CH3:18])[CH3:17]>O>[C:16]([Ru:6]([CH:1]1[CH:2]=[CH:3][CH:4]=[CH:5]1)[CH:7]1[CH:11]=[CH:10][CH:9]=[CH:8]1)([CH3:19])([CH3:18])[CH3:17] |f:1.2.3.4|. Procedure: 8.0 g of bis(cyclopentadienyl)ruthenium, 3.0 g of aluminum chloride, and 80 g of polyphosphoric acid were mixed. The mixed solution was heated to 100° C. under a nitrogen atmosphere, to which 3.0 g of tert-butyl alcohol was added dropwise over 30 minutes, and then the mixture was heated to 120° C. to carry out the reaction for 4 hours. After the reaction, hot water was added to the solution to remove polyphosphoric acid, and then distillation treatment gave 2.0 g of tert-butylcyclopentadienyl(cy...